This data is from the Open Reaction Database (ORD), a public repository of structured organic reaction records. The task is: describe an organic reaction: reactants, conditions, products, and yield The reactants are BrC1=CC=C(O1)C(=O)N1C(CCCCC1)=O (N-(5-bromo-2-furoyl)caprolactam), C1(CCCCN1)=O (valerolactam). Product: BrC1=CC=C(O1)C(=O)N1C(CCCC1)=O (N-(5-bromo-2-furoyl)valerolactam). As a reaction SMILES: [Br:1][C:2]1[O:6][C:5]([C:7]([N:9]2[CH2:15][CH2:14][CH2:13][CH2:12]C[C:10]2=[O:16])=[O:8])=[CH:4][CH:3]=1.C1(=O)NCCCC1>>[Br:1][C:2]1[O:6][C:5]([C:7]([N:9]2[CH2:15][CH2:14][CH2:13][CH2:12][C:10]2=[O:16])=[O:8])=[CH:4][CH:3]=1. Reported procedure: Synthesized as for N-(5-bromo-2-furoyl)caprolactam (Example XV) using valerolactam (Aldrich) in place of caprolactam. The reactants are CN(C)C=O, FC(F)(F)c1ccc(-c2cncc(CCl)c2)cc1, [H-], [Na+], O, Oc1ccc(CCCCn2ccnn2)cc1. The product is FC(F)(F)c1ccc(-c2cncc(COc3ccc(CCCCn4ccnn4)cc3)c2)cc1. RXN SMILES: [CH3:38][N:39]([CH3:40])[CH:41]=[O:42].[Cl:19][CH2:20][c:21]1[cH:22][n:23][cH:24][c:25](-[c:27]2[cH:28][cH:29][c:30]([C:33]([F:34])([F:35])[F:36])[cH:31][cH:32]2)[cH:26]1.[H-:17].[Na+:18].[OH2:37].[n:1]1([CH2:6][CH2:7][CH2:8][CH2:9][c:10]2[cH:11][cH:12][c:13]([OH:16])[cH:14][cH:15]2)[n:2][n:3][cH:4][cH:5]1>>[n:1]1([CH2:6][CH2:7][CH2:8][CH2:9][c:10]2[cH:11][cH:12][c:13]([O:16][CH2:20][c:21]3[cH:22][n:23][cH:24][c:25](-[c:27]4[cH:28][cH:29][c:30]([C:33]([F:34])([F:35])[F:36])[cH:31][cH:32]4)[cH:26]3)[cH:14][cH:15]2)[n:2][n:3][cH:4][cH:5]1. Reactants: CC1(OC(C(O1)=CC(=O)N(OC)CC1=CC=C(C(=O)NC)C=C1)=O)C (4-({[2-(2,2-dimethyl-5-oxo-[1,3]dioxolan-4-ylidene)-acetyl]-methoxy-amino}-methyl)-N-methyl-benzamide), C=O.NCCN1CCOCC1 (paraformaldehyde N-(2-aminoethyl)morpholine), compound 13. The solvent is CO (methanol). Yields the product CON(C(=O)C=1CN(C(C1O)=O)CCN1CCOCC1)CC1=CC=C(C=C1)C(NC)=O (4-Hydroxy-1-(2-morpholin-4-yl-ethyl)-5-oxo-2,5-dihydro-1H-pyrrole-3-carboxylic acid methoxy-(4-methylcarbamoyl-benzyl)-amide). Isolated yield 41.0%. As a reaction SMILES: CC1(C)[O:6][C:5](=[CH:7][C:8]([N:10]([CH2:13][C:14]2[CH:23]=[CH:22][C:17]([C:18]([NH:20][CH3:21])=[O:19])=[CH:16][CH:15]=2)[O:11][CH3:12])=[O:9])[C:4](=[O:24])O1.[CH2:26]=O.[NH2:28][CH2:29][CH2:30][N:31]1[CH2:36][CH2:35][O:34][CH2:33][CH2:32]1>CO>[CH3:12][O:11][N:10]([CH2:13][C:14]1[CH:15]=[CH:16][C:17]([C:18](=[O:19])[NH:20][CH3:21])=[CH:22][CH:23]=1)[C:8]([C:7]1[CH2:26][N:28]([CH2:29][CH2:30][N:31]2[CH2:36][CH2:35][O:34][CH2:33][CH2:32]2)[C:4](=[O:24])[C:5]=1[OH:6])=[O:9] |f:1.2|. Procedure details: Reaction 4-({[2-(2,2-dimethyl-5-oxo-[1,3]dioxolan-4-ylidene)-acetyl]-methoxy-amino}-methyl)-N-methyl-benzamide (0.053 g, 0.15 mmol) with the paraformaldehyde-N-(2-aminoethyl)morpholine adduct in methanol using a procedure similar to the one described in the preparation of compound 13 gave 0.034 g (41% yield) of the title compound as a white solid after chromatography on reversed phase silica gel. 1HNMR 400 MHz (DMSO-d6) δ (ppm); (TFA salt) 2.77 (3H, d, J=4.65 Hz, NCH3), 3.1 (2H, broad m, NCH2), ... RXN SMILES: [CH3:17][OH:18].[CH3:1][c:2]1[c:3]([Cl:13])[c:4]([C:11]#[N:12])[c:5]([C:6](=[O:7])[OH:8])[cH:9][cH:10]1.[ClH:16].[Na+:15].[OH-:14]>>[cH:2]1[c:3]([Cl:13])[c:4]([C:11]#[N:12])[c:5]([C:6](=[O:7])[OH:8])[cH:9][cH:10]1. The product is N#Cc1c(Cl)cccc1C(=O)O. Starting materials: CO, Cc1ccc(C(=O)O)c(C#N)c1Cl, Cl, [Na+], [OH-]. The reactants are [H-].[Na+] (sodium hydride), O (water), CONC(OC)=O (methyl N-methoxycarbamate), C(C#C)Br (propargyl bromide). The solvent is O1CCCC1 (tetrahydrofuran). Product: CON(C(OC)=O)CC#C (methyl N-methoxy-N-propargylcarbamate). Isolated yield 58.7%. RXN SMILES: [H-].[Na+].[CH3:3][O:4][NH:5][C:6](=[O:9])[O:7][CH3:8].[CH2:10](Br)[C:11]#[CH:12].O>O1CCCC1>[CH3:3][O:4][N:5]([CH2:12][C:11]#[CH:10])[C:6](=[O:9])[O:7][CH3:8] |f:0.1|. Procedure details: 0.43 g of sodium hydride (60% in oil) was suspended in 10 ml of tetrahydrofuran, and 1.0 g of methyl N-methoxycarbamate and 1.36 g of propargyl bromide were added to the suspension in this order while being cooled with ice. The mixture was heat-refluxed for 4 hours. After completion of the reaction, water was added to the reaction solution, and the mixture was extracted with ethyl acetate. The extract was dried, concentrated and purified by silica gel column chromatography to obtain 0.8 g of met... The reactants are C(#N)CC(CO)CO (2-cyanomethyl1,3 propanediol), [OH-].[Na+] (NaOH), S(=O)(=O)(C1=CC=C(C)C=C1)Cl (tosylchloride). The reagents and catalysts are [Cl-].C(C)[N+](CC1=CC=CC=C1)(CC)CC (triethylbenzylammonium chloride). Solvent: C1=CC=CC=C1 (benzene). Product: C(#N)CC(COS(=O)(=O)C1=CC=C(C)C=C1)COS(=O)(=O)C1=CC=C(C)C=C1 (2-Cyanomethyl-1,3-bis(tosyloxy)propane). Reaction SMILES: [S:1](Cl)([C:4]1[CH:10]=[CH:9][C:7]([CH3:8])=[CH:6][CH:5]=1)(=[O:3])=[O:2].[C:12]([CH2:14][CH:15]([CH2:18][OH:19])[CH2:16][OH:17])#[N:13].[OH-:20].[Na+]>C1C=CC=CC=1.[Cl-].C([N+](CC)(CC)CC1C=CC=CC=1)C>[C:12]([CH2:14][CH:15]([CH2:18][O:19][S:1]([C:4]1[CH:10]=[CH:9][C:7]([CH3:8])=[CH:6][CH:5]=1)(=[O:2])=[O:20])[CH2:16][O:17][S:1]([C:4]1[CH:10]=[CH:9][C:7]([CH3:8])=[CH:6][CH:5]=1)(=[O:3])=[O:2])#[N:13] |f:2.3,5.6|. Procedure: A solution of 60 g tosylchloride in 400 ml benzene is added to a stirred and cooled mixture of 17.5 g 2-cyanomethyl1,3 propanediol, 1.3 g triethylbenzylammonium chloride and 150 ml 30% (w/w) aqueous NaOH solution. This mixture is stirred overnight. The organic and aqueous layers are separated and the aqueous layer is washed with diethylether. The combined organic phase is washed with water until neutral, dried and evaporated. 2-Cyanomethyl-1,3-bis(tosyloxy)propane is obtained in a obtained in a ... The reactants are O=C(C(=O)OCC)C(C(F)(F)F)=O (ethyl 2,3-dioxo-4,4,4-trifluorobutanoate), C(C)(=O)[O-].[Na+] (sodium acetate), N(=O)[O-].[Na+] (Sodium nitrite), NC1=CC=CC=C1 (aniline). Run in O (water), Cl (HCl), O (water). Yields the product C1(=CC=CC=C1)NN=C(C(=O)OCC)C(C(F)(F)F)=O (Ethyl 2,3-dioxo-4,4,4-trifluorobutanoate2-phenylhydrazone). As a reaction SMILES: [N:1]([O-])=O.[Na+].[NH2:5][C:6]1[CH:11]=[CH:10][CH:9]=[CH:8][CH:7]=1.O=[C:13]([C:19](=[O:24])[C:20]([F:23])([F:22])[F:21])[C:14]([O:16][CH2:17][CH3:18])=[O:15].C([O-])(=O)C.[Na+]>Cl.O>[C:6]1([NH:5][N:1]=[C:13]([C:19](=[O:24])[C:20]([F:23])([F:22])[F:21])[C:14]([O:16][CH2:17][CH3:18])=[O:15])[CH:11]=[CH:10][CH:9]=[CH:8][CH:7]=1 |f:0.1,4.5|. Reported procedure: Sodium nitrite (2.57 g) was added portionwise to aniline (3.22 g) in concentrated HCl (6.5 ml) and water 10 ml) at 0° C. over 15 minutes. The resulting solution was added dropwise to ethyl 2,3-dioxo-4,4,4-trifluorobutanoate (6.31 g) and sodium acetate (6 g) in water (30 ml) at 0° C. to precipitate the product as a red solid which was filtered and dried in vacuo (7.15 g, 72%). The crude hydrazone was used without further purification.